From a dataset of the Open Reaction Database (ORD), a public repository of structured organic reaction records. describe an organic reaction: reactants, conditions, products, and yield Reactants: CCC(C)=O, C1CN2CCN1CC2, COC(=O)c1nc(N)ccc1Oc1nc(OC)cc(OC)n1, O=C=Nc1ccccc1. Product: COC(=O)c1nc(NC(=O)Nc2ccccc2)ccc1Oc1nc(OC)cc(OC)n1. As a reaction SMILES: [CH2:40]([C:41]([CH3:42])=[O:43])[CH3:44].[N:32]12[CH2:33][CH2:34][N:35]([CH2:36][CH2:37]1)[CH2:38][CH2:39]2.[NH2:1][c:2]1[cH:3][cH:4][c:5]([O:12][c:13]2[n:14][c:15]([O:21][CH3:22])[cH:16][c:17]([O:19][CH3:20])[n:18]2)[c:6]([C:8](=[O:9])[O:10][CH3:11])[n:7]1.[O:23]=[C:24]=[N:25][c:26]1[cH:27][cH:28][cH:29][cH:30][cH:31]1>>[NH:1]([c:2]1[cH:3][cH:4][c:5]([O:12][c:13]2[n:14][c:15]([O:21][CH3:22])[cH:16][c:17]([O:19][CH3:20])[n:18]2)[c:6]([C:8](=[O:9])[O:10][CH3:11])[n:7]1)[C:24](=[O:23])[NH:25][c:26]1[cH:27][cH:28][cH:29][cH:30][cH:31]1.